Dataset: the Open Reaction Database (ORD), a public repository of structured organic reaction records. Task: describe an organic reaction: reactants, conditions, products, and yield Starting materials: [Li+].C[Si](C)(C)[N-][Si](C)(C)C (LiHMDS), CC(/C=C/CCCCC(=O)N1C(OC[C@H]1CC1=CC=CC=C1)=O)C ((R)-3-((E)-8-methylnon-6-enoyl)-4-benzyloxazolidin-2-one), CC=1C=C(CBr)C=C(C1F)C (3,5-dimethyl-4-fluorobenzyl bromide). Run in C1CCOC1 (THF), C1CCOC1 (THF). Run at temperature -78 celsius, time 1 hour. The product is FC1=C(C=C(C[C@@H](C(=O)N2C(OC[C@H]2CC2=CC=CC=C2)=O)CCC\C=C\C(C)C)C=C1C)C ((R)-3-((S,E)-2-(4-fluoro-3,5-dimethylbenzyl)-8-methylnon-6-enoyl)-4-benzyloxazolidin-2-one). The yield is 68.1%. Reaction SMILES: [CH3:1][CH:2]([CH3:24])/[CH:3]=[CH:4]/[CH2:5][CH2:6][CH2:7][CH2:8][C:9]([N:11]1[C@H:15]([CH2:16][C:17]2[CH:22]=[CH:21][CH:20]=[CH:19][CH:18]=2)[CH2:14][O:13][C:12]1=[O:23])=[O:10].[Li+].C[Si]([N-][Si](C)(C)C)(C)C.[CH3:35][C:36]1[CH:37]=[C:38]([CH:41]=[C:42]([CH3:45])[C:43]=1[F:44])[CH2:39]Br>C1COCC1>[F:44][C:43]1[C:36]([CH3:35])=[CH:37][C:38]([CH2:39][C@H:8]([CH2:7][CH2:6][CH2:5]/[CH:4]=[CH:3]/[CH:2]([CH3:24])[CH3:1])[C:9]([N:11]2[C@H:15]([CH2:16][C:17]3[CH:22]=[CH:21][CH:20]=[CH:19][CH:18]=3)[CH2:14][O:13][C:12]2=[O:23])=[O:10])=[CH:41][C:42]=1[CH3:45] |f:1.2|. Procedure details: To a cooled (−78° C.) solution of (R)-3-((E)-8-methylnon-6-enoyl)-4-benzyloxazolidin-2-one (2.000 g, 6.071 mmol) in 40 mL of THF, was added LiHMDS (9.1 mL, 9.1 mmol, 1.0 M in THF). The resulting mixture was stirred at −78° C. under N2 for 1 h and then a solution of 3,5-dimethyl-4-fluorobenzyl bromide (1.450 g, 6.678 mmol) in 10 mL of THF was added. After being stirred at −78° C. for 1 h the reaction mixture was warmed to room temperature for 2 h, and then quenched with 80 mL of NH4Cl solution an... The reactants are COc1cccc2[nH]c(C)cc12, ClCc1c(Cl)cccc1Cl, CN(C)C=O, O. Yields the product COc1cccc2c1cc(C)n2Cc1c(Cl)cccc1Cl. Reaction SMILES: [CH3:1][O:2][c:3]1[c:4]2[cH:5][c:6]([CH3:12])[nH:7][c:8]2[cH:9][cH:10][cH:11]1.[Cl:13][CH2:14][c:15]1[c:16]([Cl:22])[cH:17][cH:18][cH:19][c:20]1[Cl:21].[O:23]=[CH:24][N:25]([CH3:26])[CH3:27].[OH2:28]>>[CH3:1][O:2][c:3]1[c:4]2[cH:5][c:6]([CH3:12])[n:7]([CH2:14][c:15]3[c:16]([Cl:22])[cH:17][cH:18][cH:19][c:20]3[Cl:21])[c:8]2[cH:9][cH:10][cH:11]1. The reactants are O (water), O (water), ClC=1C=C(SC1Cl)C(=O)O (4,5-Dichloro-thiophene-2-carboxylic acid), S(=O)(Cl)Cl (thionyl chloride), [BH4-].[Na+] (sodium borohydride). Run in C(Cl)Cl (methylene chloride), O1CCOCC1 (dioxane). Run at temperature 0 celsius. Yields the product ClC=1C=C(SC1Cl)CO ((4,5-Dichloro-thiophen-2-yl)-methanol). Isolated yield 144.9%. As a reaction SMILES: [Cl:1][C:2]1[CH:3]=[C:4]([C:8](O)=[O:9])[S:5][C:6]=1[Cl:7].S(Cl)(Cl)=O.[BH4-].[Na+].O>C(Cl)Cl.O1CCOCC1>[Cl:1][C:2]1[CH:3]=[C:4]([CH2:8][OH:9])[S:5][C:6]=1[Cl:7] |f:2.3|. Reported procedure: To a solution of 4,5-Dichloro-thiophene-2-carboxylic acid (0.500 grams, 2.53 mmole) and thionyl chloride (1.0 ml) in methylene chloride (10 ml) was refluxed for 3 hours. The mixture was concentrated to remove solvent and diluted with 15 ml dioxane and sodium borohydride (0.143 grams, 3.8 mmole) and refluxed for 3 hours. The mixture was cooled to 0° C. and 3 ml water was added dropwise. The mixture was poured into 100 ml water. This was extracted with diethyl ether, washed with 1N NaOH, water, an... The reactants are C[Mg]Cl (methyl magnesium chloride), ClC=1C=C(C=2C(N1)=CSC2)Cl (2,4-dichlorothieno[3,4-b]pyridine), CN1C(CCC1)=O (N-methyl-2-pyrrolidinone). Reagents/catalysts: C/C(=C/C(=O)C)/[O-].C/C(=C/C(=O)C)/[O-].C/C(=C/C(=O)C)/[O-].[Fe+3] (iron(III) acetylacetonate). Solvent: O (water), C1CCOC1 (THF), C1CCOC1 (THF). Reaction conditions: time 20 hour. Yields the product ClC=1C=C(C=2C(N1)=CSC2)C (2-chloro-4-methylthieno[3,4-b]pyridine). RXN SMILES: C[Mg]Cl.[Cl:4][C:5]1[CH:6]=[C:7](Cl)[C:8]2[C:9](=[CH:11][S:12][CH:13]=2)[N:10]=1.[CH3:15]N1CCCC1=O>C1COCC1.O.C/C(/[O-])=C/C(C)=O.C/C(/[O-])=C/C(C)=O.C/C(/[O-])=C/C(C)=O.[Fe+3]>[Cl:4][C:5]1[CH:6]=[C:7]([CH3:15])[C:8]2[C:9](=[CH:11][S:12][CH:13]=2)[N:10]=1 |f:5.6.7.8|. Procedure: A solution (0.67 mL) of 3 M methyl magnesium chloride in THF was added dropwise to a mixture of 2,4-dichlorothieno[3,4-b]pyridine (0.37 g), iron(III) acetylacetonate (0.064 g), N-methyl-2-pyrrolidinone (1 mL), and THF (15 mL) with ice cooling, and the mixture was stirred at room temperature for 20 h. The reaction solution was diluted with water, and the mixture was extracted with chloroform. The organic layer was dried with anhydrous magnesium sulfate, then the desiccant was removed by filtratio... Reactants: Cl (hydrochloric acid), O1C=CC=2CN(CCC21)S(=O)(=O)C2=CC=C(C(=O)O)C=C2 (4-(6,7-dihydro-4H-furo[3,2-c]pyridin-5-ylsulfonyl)benzoic acid), B (borane). The solvent is O1CCCC1 (tetrahydrofuran), O1CCCC1 (tetrahydrofuran). Run at time 8 hour. Product: O1C=CC=2CN(CCC21)S(=O)(=O)C2=CC=C(CO)C=C2 (4-(6,7-dihydro-4H-furo[3,2-c]pyridin-5-ylsulfonyl)benzyl alcohol). RXN SMILES: [O:1]1[C:9]2[CH2:8][CH2:7][N:6]([S:10]([C:13]3[CH:21]=[CH:20][C:16]([C:17](O)=[O:18])=[CH:15][CH:14]=3)(=[O:12])=[O:11])[CH2:5][C:4]=2[CH:3]=[CH:2]1.B.Cl>O1CCCC1>[O:1]1[C:9]2[CH2:8][CH2:7][N:6]([S:10]([C:13]3[CH:21]=[CH:20][C:16]([CH2:17][OH:18])=[CH:15][CH:14]=3)(=[O:12])=[O:11])[CH2:5][C:4]=2[CH:3]=[CH:2]1. Procedure: To a suspension of 19.040 g (61.953 mmol) of 4-(6,7-dihydro-4H-furo[3,2-c]pyridin-5-ylsulfonyl)benzoic acid in 100 ml of tetrahydrofuran, 74.3 ml (74.3 mmol) of 1.0 M borane in tetrahydrofuran was added dropwise under ice-cooling, followed by overnight stirring at room temperature. Dilute hydrochloric acid was added, followed by stirring at room temperature for 0.5 hours and 3 extractions with ethyl acetate. The combined organic layer was dried over anhydrous magnesium sulfate; the solvent was d...